Dataset: the Open Reaction Database (ORD), a public repository of structured organic reaction records. Task: describe an organic reaction: reactants, conditions, products, and yield Reactants: N#CCNC(=O)C1CCCCC1CS(=O)(=O)c1ccc(F)cc1, O=C([O-])[O-], CN(C)C=O, [K+], [K+], OCCCS. Yields the product N#CCNC(=O)C1CCCCC1CS(=O)(=O)c1ccc(SCCCO)cc1. As a reaction SMILES: [C:1](#[N:2])[CH2:3][NH:4][C:5](=[O:6])[CH:7]1[CH:8]([CH2:13][S:14](=[O:15])(=[O:16])[c:17]2[cH:18][cH:19][c:20]([F:23])[cH:21][cH:22]2)[CH2:9][CH2:10][CH2:11][CH2:12]1.[C:24](=[O:25])([O-:26])[O-:27].[CH3:35][N:36]([CH3:37])[CH:38]=[O:39].[K+:28].[K+:29].[SH:30][CH2:31][CH2:32][CH2:33][OH:34]>>[C:1](#[N:2])[CH2:3][NH:4][C:5](=[O:6])[CH:7]1[CH:8]([CH2:13][S:14](=[O:15])(=[O:16])[c:17]2[cH:18][cH:19][c:20]([S:30][CH2:31][CH2:32][CH2:33][OH:34])[cH:21][cH:22]2)[CH2:9][CH2:10][CH2:11][CH2:12]1. Reactants: O=C([O-])[O-], OCCBr, CN(C)C=O, Clc1cccc(N2CCNCC2)c1, Cl, [K+], [K+], O. Yields the product OCCN1CCN(c2cccc(Cl)c2)CC1. As a reaction SMILES: [C:19](=[O:20])([O-:21])[O-:22].[CH2:1]([CH2:2][OH:3])[Br:4].[CH3:25][N:26]([CH3:27])[CH:28]=[O:29].[Cl:6][c:7]1[cH:8][c:9]([N:13]2[CH2:14][CH2:15][NH:16][CH2:17][CH2:18]2)[cH:10][cH:11][cH:12]1.[ClH:5].[K+:23].[K+:24].[OH2:30]>>[CH2:1]([CH2:2][OH:3])[N:16]1[CH2:15][CH2:14][N:13]([c:9]2[cH:8][c:7]([Cl:6])[cH:12][cH:11][cH:10]2)[CH2:18][CH2:17]1. Starting materials: [BH4-], CO, NC1CC1, O=Cc1cc(CNC(=O)C2CC2)ccc1Cl, [Na+], [Na+], [OH-]. The product is O=C(NCc1ccc(Cl)c(CNC2CC2)c1)C1CC1. As a reaction SMILES: [BH4-:21].[CH3:25][OH:26].[CH:1]1([NH2:4])[CH2:2][CH2:3]1.[Cl:5][c:6]1[c:7]([CH:19]=[O:20])[cH:8][c:9]([CH2:10][NH:11][C:12](=[O:13])[CH:14]2[CH2:15][CH2:16]2)[cH:17][cH:18]1.[Na+:22].[Na+:24].[OH-:23]>>[CH:1]1([NH:4][CH2:19][c:7]2[c:6]([Cl:5])[cH:18][cH:17][c:9]([CH2:10][NH:11][C:12](=[O:13])[CH:14]3[CH2:15][CH2:16]3)[cH:8]2)[CH2:2][CH2:3]1.